The task is: describe an organic reaction: reactants, conditions, products, and yield. This data is from the Open Reaction Database (ORD), a public repository of structured organic reaction records. Starting materials: BrCCCCC(C(=O)OC)(C)C (methyl 6-bromo-2,2-dimethylhexanoate), CCCC1=C(C=CC(=C1O)C(=O)C)O (2,4-dihydroxy-3-propylacetophenone), C([O-])([O-])=O.[K+].[K+] (potassium carbonate), [I-].[K+] (potassium iodide). The product is C(C)(=O)C1=C(C(=C(OCCCCC(C(=O)OC)(C)C)C=C1)CCC)O (methyl 6-(4-acetyl-3-hydroxy-2-propylphenoxy)-2,2-dimethylhexanoate). RXN SMILES: Br[CH2:2][CH2:3][CH2:4][CH2:5][C:6]([CH3:12])([CH3:11])[C:7]([O:9][CH3:10])=[O:8].C(=O)([O-])[O-].[K+].[K+].[I-].[K+].[CH3:21][CH2:22][CH2:23][C:24]1[C:29]([OH:30])=[C:28]([C:31]([CH3:33])=[O:32])[CH:27]=[CH:26][C:25]=1[OH:34]>>[C:31]([C:28]1[CH:27]=[CH:26][C:25]([O:34][CH2:2][CH2:3][CH2:4][CH2:5][C:6]([CH3:12])([CH3:11])[C:7]([O:9][CH3:10])=[O:8])=[C:24]([CH2:23][CH2:22][CH3:21])[C:29]=1[OH:30])(=[O:32])[CH3:33] |f:1.2.3,4.5|. Procedure details: Following the procedure of Example 15, 2.5 g. of methyl 6-bromo-2,2-dimethylhexanoate, 1.46 g. of potassium carbonate, a catalytic amount of potassium iodide, and 2.14 g. of 2,4-dihydroxy-3-propylacetophenone were reacted to give 2.96 g. of the title product as a brown oil. IR, NMR. Reactants: NC=1C=2N(C=CN1)C(=NC2C2=CC=C(C(=O)NC1=NC=CC(=C1)CC)C=C2)[C@H]2NCCC2 ((S)-4-(8-amino-3-(pyrrolidin-2-yl)imidazo[1,5-a]pyrazin-1-yl)-N-(4-ethylpyridin-2-yl)benzamide), COC/C=C/C(=O)O ((E)-4-methoxybut-2-enoic acid), NC=1C=2N(C=CN1)C(=NC2C2=CC=C(C(=O)NC1=NC=CC(=C1)CC)C=C2)[C@H]2NCCC2 ((S)-4-(8-amino-3-(pyrrolidin-2-yl)imidazo[1,5-a]pyrazin-1-yl)-N-(4-ethylpyridin-2-yl)benzamide), COC/C=C/C(=O)O ((E)-4-methoxybut-2-enoic acid). Product: NC=1C=2N(C=CN1)C(=NC2C2=CC=C(C(=O)NC1=NC=CC(=C1)CC)C=C2)[C@H]2N(CCC2)C(\C=C\COC)=O ((S,E)-4-(8-Amino-3-(1-(4-methoxybut-2-enoyl)pyrrolidin-2-yl)imidazo[1,5-a]pyrazin-1-yl)-N-(4-ethylpyridin-2-yl)benzamide). Isolated yield 28.8%. Reaction SMILES: [NH2:1][C:2]1[C:3]2[N:4]([C:8]([C@@H:28]3[CH2:32][CH2:31][CH2:30][NH:29]3)=[N:9][C:10]=2[C:11]2[CH:27]=[CH:26][C:14]([C:15]([NH:17][C:18]3[CH:23]=[C:22]([CH2:24][CH3:25])[CH:21]=[CH:20][N:19]=3)=[O:16])=[CH:13][CH:12]=2)[CH:5]=[CH:6][N:7]=1.[CH3:33][O:34][CH2:35]/[CH:36]=[CH:37]/[C:38](O)=[O:39]>>[NH2:1][C:2]1[C:3]2[N:4]([C:8]([C@@H:28]3[CH2:32][CH2:31][CH2:30][N:29]3[C:38](=[O:39])/[CH:37]=[CH:36]/[CH2:35][O:34][CH3:33])=[N:9][C:10]=2[C:11]2[CH:27]=[CH:26][C:14]([C:15]([NH:17][C:18]3[CH:23]=[C:22]([CH2:24][CH3:25])[CH:21]=[CH:20][N:19]=3)=[O:16])=[CH:13][CH:12]=2)[CH:5]=[CH:6][N:7]=1. Procedure details: This compound was prepared, in an analogous manner as described in Example 2, from (S)-4-(8-amino-3-(pyrrolidin-2-yl)imidazo[1,5-a]pyrazin-1-yl)-N-(4-ethylpyridin-2-yl)benzamide (intermediate 13) and (E)-4-methoxybut-2-enoic acid (Intermediate 3), to afford the title compound (10.6 mg, 28.8%). Data: UPLC (C) Rt: 1.60 min; m/z 526.3 (M+H)+. The reactants are C1(=CC=CC=C1)O (phenol), NC(=O)N (urea), C(#N)C1=C(N)C=CC(=C1)C#N (2,4-dicyanoaniline), S(O)(O)(=O)=O (sulphuric acid), [OH-].[Na+] (caustic soda), N(=O)OS(O)(=O)=O (nitrosylsulphuric acid), P(O)(O)(O)=O (phosphoric acid). The solvent is O (water), C(C)(=O)O (acetic acid). Reaction conditions: time 1 hour. The product is OC1=CC=C(C=C1)N=NC1=C(C=C(C=C1)C#N)C#N (4-hydroxy-2′,4′-dicyano-azobenzene). The yield is 244.3%. As a reaction SMILES: [C:1]([C:3]1[CH:9]=[C:8]([C:10]#[N:11])[CH:7]=[CH:6][C:4]=1[NH2:5])#[N:2].N(OS(=O)(=O)O)=O.P(=O)(O)(O)O.S(=O)(=O)(O)O.[C:29]1([OH:35])[CH:34]=[CH:33][CH:32]=[CH:31][CH:30]=1.[NH2:36]C(N)=O.[OH-].[Na+]>O.C(O)(=O)C>[OH:35][C:29]1[CH:34]=[CH:33][C:32]([N:36]=[N:5][C:4]2[CH:6]=[CH:7][C:8]([C:10]#[N:11])=[CH:9][C:3]=2[C:1]#[N:2])=[CH:31][CH:30]=1 |f:6.7|. Procedure details: 20.7 g 2,4-dicyanoaniline were diazotised with 48 g nitrosylsulphuric acid at 0 to 5° C. in a solution comprising 200 ml glacial acetic acid, 40 ml of 85% phosphoric acid and 7.5 ml of concentrated aqueous sulphuric acid, and the batch was subsequently stirred for 1 hour. The reaction mixture was slowly added to a solution of 16 g phenol and 3 g urea in 120 ml water, the temperature being held at 10° C. and the pH being maintained at 6.3–6.5 with caustic soda solution. After stirring for a furth... Starting materials: C(C)(=O)NC=1C=CC=2C(N3C(=NC2C1)C=CC(=N3)C(=O)OC)=O (methyl 7-acetylamino-10-oxo-10H-pyridazino[6,1-b]-quinazoline-2-carboxylate), C([O-])([O-])=O.[Na+].[Na+] (sodium carbonate), C([O-])([O-])=O.[Na+].[Na+] (sodium carbonate). Solvent: C1CCOC1.C(C)O.O (THF ethanol water). The product is C(C)(=O)NC=1C=CC=2C(N3C(=NC2C1)C=CC(=N3)C(=O)O)=O (7 -Acetylamino-10-oxo-10H-pyridazino[6,1-b]quinazoline-2-carboxylic acid). As a reaction SMILES: [C:1]([NH:4][C:5]1[CH:6]=[CH:7][C:8]2[C:9](=[O:23])[N:10]3[N:18]=[C:17]([C:19]([O:21]C)=[O:20])[CH:16]=[CH:15][C:11]3=[N:12][C:13]=2[CH:14]=1)(=[O:3])[CH3:2].C(=O)([O-])[O-].[Na+].[Na+]>C1COCC1.C(O)C.O>[C:1]([NH:4][C:5]1[CH:6]=[CH:7][C:8]2[C:9](=[O:23])[N:10]3[N:18]=[C:17]([C:19]([OH:21])=[O:20])[CH:16]=[CH:15][C:11]3=[N:12][C:13]=2[CH:14]=1)(=[O:3])[CH3:2] |f:1.2.3,4.5.6|. Procedure details: A mixture of methyl 7-acetylamino-10-oxo-10H-pyridazino [6, 1-b]-quinazoline-2-carboxylate (0.38 g, 1.22 mmol, Example 4, Step B) and 0.5M sodium carbonate solution (6.0 mL, 3.0 mmol), Example 4, Step B) and 0.5M sodium carbonate solution (6.0 mL, 3.0 mmol) in 100 mL of THF:ethanol:water (1:1:2) was gently refluxed for 3 h. The resultant solution was filtered through a pad of Celite, concentrated, redissolved into water, acidified to a pH~ 1.5-2.0 with 10% hydrochloric acid and cooled. Solid for... Reactants: CCOC(=O)CC1OB(O)c2cc(O)cc(Cl)c21, CI, [K+], [K+], O=C([O-])[O-], CN(C)C=O. The product is CCOC(=O)CC1OB(O)c2cc(OC)cc(Cl)c21. As a reaction SMILES: [Cl:1][c:2]1[cH:3][c:4]([OH:18])[cH:5][c:6]2[c:10]1[CH:9]([CH2:11][C:12](=[O:13])[O:14][CH2:15][CH3:16])[O:8][B:7]2[OH:17].[I:19][CH3:20].[K+:21].[K+:22].[O-:23][C:24]([O-:25])=[O:26].[O:27]=[CH:28][N:29]([CH3:30])[CH3:31]>>[Cl:1][c:2]1[cH:3][c:4]([O:18][CH3:24])[cH:5][c:6]2[c:10]1[CH:9]([CH2:11][C:12](=[O:13])[O:14][CH2:15][CH3:16])[O:8][B:7]2[OH:17]. The reactants are CCCC[N+](CCCC)(CCCC)CCCC, COC(=O)c1ccc(OCCN(C(=O)C=CCBr)c2cc3ccccc3o2)cc1, [I-], CN(C)C=O, OCCN1CCCC1. The product is COC(=O)c1ccc(OCCN(C(=O)C=CCOCCN2CCCC2)c2cc3ccccc3o2)cc1. Reaction SMILES: [CH2:44]([N+:45]([CH2:46][CH2:47][CH2:48][CH3:49])([CH2:50][CH2:51][CH2:52][CH3:53])[CH2:54][CH2:55][CH2:56][CH3:57])[CH2:58][CH2:59][CH3:60].[CH3:1][O:2][C:3]([c:4]1[cH:5][cH:6][c:7]([O:10][CH2:11][CH2:12][N:13]([C:14]([CH:15]=[CH:16][CH2:17][Br:18])=[O:19])[c:20]2[cH:21][c:22]3[c:23]([o:24]2)[cH:25][cH:26][cH:27][cH:28]3)[cH:8][cH:9]1)=[O:29].[I-:43].[O:38]=[CH:39][N:40]([CH3:41])[CH3:42].[OH:30][CH2:31][CH2:32][N:33]1[CH2:34][CH2:35][CH2:36][CH2:37]1>>[CH3:1][O:2][C:3]([c:4]1[cH:5][cH:6][c:7]([O:10][CH2:11][CH2:12][N:13]([C:14]([CH:15]=[CH:16][CH2:17][O:30][CH2:31][CH2:32][N:33]2[CH2:34][CH2:35][CH2:36][CH2:37]2)=[O:19])[c:20]2[cH:21][c:22]3[c:23]([o:24]2)[cH:25][cH:26][cH:27][cH:28]3)[cH:8][cH:9]1)=[O:29]. Reactants: COC(=O)c1nc(C#N)c2c(Oc3ccccc3)cccc2c1O, CO, C[O-], CC(N)C(=O)O, [Na+]. Yields the product CC(NC(=O)c1nc(C#N)c2c(Oc3ccccc3)cccc2c1O)C(=O)O. RXN SMILES: [CH3:1][O:2][C:3](=[O:4])[c:5]1[n:6][c:7]([C:23]#[N:24])[c:8]2[c:9]([O:16][c:17]3[cH:18][cH:19][cH:20][cH:21][cH:22]3)[cH:10][cH:11][cH:12][c:13]2[c:14]1[OH:15].[CH3:31][OH:32].[CH3:33][O-:34].[NH2:25][CH:26]([CH3:27])[C:28](=[O:29])[OH:30].[Na+:35]>>[C:3](=[O:4])([c:5]1[n:6][c:7]([C:23]#[N:24])[c:8]2[c:9]([O:16][c:17]3[cH:18][cH:19][cH:20][cH:21][cH:22]3)[cH:10][cH:11][cH:12][c:13]2[c:14]1[OH:15])[NH:25][CH:26]([CH3:27])[C:28](=[O:29])[OH:30]. Run at time 4 hour. Product: [Si](C)(C)(C(C)(C)C)OC(CCCCCCCCCCC(=O)O)CCCCCC (12-(tert-butyldimethylsilyloxy)octadecanoic acid). Solvent: C(C)O (ethanol). Reactants: [Si](C)(C)(C(C)(C)C)OC(CCCCCCCCCCC(=O)OCC)CCCCCC (ethyl 12-(tert-butyldimethylsilyloxy)octadecanoate), Cl (hydrochloric acid), aqueous solution, [OH-].[K+] (KOH). Reported procedure: Next, the ethyl 12-(tert-butyldimethylsilyloxy)octadecanoate thus obtained was introduced into a 100-ml flask equipped with a stirrer and 20 ml of ethanol and 2.24 g (20 mmol) of a 50% aqueous solution of KOH were added thereto. The obtained mixture was stirred at room temperature for 4 hours. After the completion of the reaction, the reaction mixture thus obtained was neutralized with hydrochloric acid and extracted with chloroform. After removing the solvent under reduced pressure, 4.0 g of 12... Yield: 96.4%. As a reaction SMILES: [Si:1]([O:8][CH:9]([CH2:25][CH2:26][CH2:27][CH2:28][CH2:29][CH3:30])[CH2:10][CH2:11][CH2:12][CH2:13][CH2:14][CH2:15][CH2:16][CH2:17][CH2:18][CH2:19][C:20]([O:22]CC)=[O:21])([C:4]([CH3:7])([CH3:6])[CH3:5])([CH3:3])[CH3:2].[OH-].[K+].Cl>C(O)C>[Si:1]([O:8][CH:9]([CH2:25][CH2:26][CH2:27][CH2:28][CH2:29][CH3:30])[CH2:10][CH2:11][CH2:12][CH2:13][CH2:14][CH2:15][CH2:16][CH2:17][CH2:18][CH2:19][C:20]([OH:22])=[O:21])([C:4]([CH3:7])([CH3:6])[CH3:5])([CH3:2])[CH3:3] |f:1.2|.